From a dataset of the Open Reaction Database (ORD), a public repository of structured organic reaction records. describe an organic reaction: reactants, conditions, products, and yield Starting materials: BrC1=C(C2=C(OCO2)C=C1)C=O (5-Bromo-1,3-benzodioxole-4-carbaldehyde), ClC1=C(C=CC=C1)B(O)O (2-chlorophenylboronic acid). Product: ClC1=C(C=CC=C1)C1=C(C2=C(OCO2)C=C1)C=O (5-(2-Chlorophenyl)-1,3-benzodioxole-4-carbaldehyde). RXN SMILES: Br[C:2]1[CH:10]=[CH:9][C:5]2[O:6][CH2:7][O:8][C:4]=2[C:3]=1[CH:11]=[O:12].[Cl:13][C:14]1[CH:19]=[CH:18][CH:17]=[CH:16][C:15]=1B(O)O>>[Cl:13][C:14]1[CH:19]=[CH:18][CH:17]=[CH:16][C:15]=1[C:2]1[CH:10]=[CH:9][C:5]2[O:6][CH2:7][O:8][C:4]=2[C:3]=1[CH:11]=[O:12]. Procedure details: The process described in Method B was followed. 5-Bromo-1,3-benzodioxole-4-carbaldehyde (0.458 g, 2.00 mmol) and 2-chlorophenylboronic acid (0.469 g, 3.00 mmol) were used to obtain the title compound. The crude product was purified by column chromatography with a mixture of hexane:ethyl acetate (4:1) as the eluent.